Dataset: the Open Reaction Database (ORD), a public repository of structured organic reaction records. Task: describe an organic reaction: reactants, conditions, products, and yield Reactants: [OH-].[Na+] (NaOH), C(C)(C)(C)C1CCC(CC1)O (4-tert-butylcyclohexanol), C(Cl)C1CO1 (epichlorohydrin), aqueous solution, [OH-].[Na+] (NaOH). The reagents and catalysts are catalyst A, [Cl-].C[N+](C)(C)C (tetramethylammonium chloride). Reaction conditions: temperature 100 celsius, time 2.5 hour. Product: C(C1CO1)OCC1CO1 (glycidyl ether). Yield: 97.0%. As a reaction SMILES: C(C1[CH2:10][CH2:9][CH:8]([OH:11])CC1)(C)(C)C.[CH2:12]([CH:14]1[O:16][CH2:15]1)Cl.[OH-:17].[Na+]>[Cl-].C[N+](C)(C)C>[CH2:12]([O:17][CH2:10][CH:9]1[O:11][CH2:8]1)[CH:14]1[O:16][CH2:15]1 |f:2.3,4.5|. Procedure: A 750 ml sulfonation flask equipped with thermometer, reflux condenser, N2 inlet and metering device is charged with 78.14 g (0.5 mol) of 4-tert-butylcyclohexanol and 0.83 g of catalyst A and the reaction mixture is heated to 100° C., whereupon the educt melts. With efficient stirring, 39.2 ml (0.5 mol) of epichlorohydrin are added, and the reaction mixture is thereafter allowed to react for 6 h. After cooling to 50° C., 2 g of tetramethylammonium chloride are added and to the solution are then ... Reactants: CO (methanol), NC1=C(C(=NC(=C1Cl)F)Cl)F (4-amino-2,5-dichloro-3,6-difluoropyridine). Reagents/catalysts: [C].[Pd] (palladium carbon). Run in C(C)N(CC)CC (triethylamine). Conditions: time 12 day. Yields the product NC1=CC(=NC=C1F)F (4-amino-2,5-difluoropyridine). Isolated yield 90.8%. RXN SMILES: CO.[NH2:3][C:4]1[C:9](Cl)=[C:8]([F:11])[N:7]=[C:6](Cl)[C:5]=1[F:13]>[C].[Pd].C(N(CC)CC)C>[NH2:3][C:4]1[C:5]([F:13])=[CH:6][N:7]=[C:8]([F:11])[CH:9]=1 |f:2.3|. Procedure details: To 40 ml of methanol were added 4.5 g of 4-amino-2,5-dichloro-3,6-difluoropyridine and 4.5 g of triethylamine together with 0.40 g of 10% palladium carbon, and the mixture was hydrogenated at 50° C. for 12 days. The catalyst was separated by filtration, and the solvent and the like were distilled off under reduced pressure. To the residue was added 100 ml of chloroform, and the mixture was washed with 10 ml of distilled water. The chloroform layer was dried over anhydrous magnesium sulfate and c... The reactants are C([O-])(O)=O.[Na+] (sodium bicarbonate), ClC(C(=O)ON=C(C(=O)O)C1=CC(=CC=C1)O)Cl (2-dichloroacetoxyimino-2-(3-hydroxyphenyl)acetic acid), NC1[C@@H]2N(C(=C(CS2)CSC2=NN=NN2CC(=O)O)C(=O)O)C1=O (7-amino-3-(1-carboxymethyl-1H-tetrazol-5-yl)thiomethyl-3-cephem-4-carboxylic acid), P(=O)(Cl)(Cl)Cl (phosphorus oxychloride). Solvent: C(C)(=O)OCC (ethyl acetate), CC(=O)C (acetone), C(C)(=O)OCC (ethyl acetate), O (water), C(C)(=O)OCC (Ethyl acetate), C(C)(=O)OCC (ethyl acetate), CN(C=O)C (dimethylformamide). Run at temperature -10 celsius. Product: C[N+](=CCl)C.[Cl-] (Vilsmeier reagent), ON=C(C(=O)NC1[C@@H]2N(C(=C(CS2)CSC2=NN=NN2CC(=O)O)C(=O)O)C1=O)C1=CC(=CC=C1)O (7-[2-hydroxyimino-2-(3-hydroxyphenyl)acetamido]-3-(1-carboxymethyl-1H-tetrazol-5-yl)thiomethyl-3-cephem-4-carboxylic acid). The yield is 132.9%. Reaction SMILES: P(Cl)(Cl)([Cl:3])=O.Cl[CH:7]([Cl:23])C([O:10][N:11]=[C:12]([C:16]1[CH:21]=[CH:20][CH:19]=[C:18]([OH:22])[CH:17]=1)[C:13]([OH:15])=O)=O.[NH2:24][CH:25]1[C:46](=[O:47])[N:27]2[C:28]([C:43]([OH:45])=[O:44])=[C:29]([CH2:32][S:33][C:34]3[N:38]([CH2:39][C:40]([OH:42])=[O:41])[N:37]=[N:36][N:35]=3)[CH2:30][S:31][C@H:26]12.C(=O)(O)[O-].[Na+]>C(OCC)(=O)C.O.CC(C)=O.CN(C)C=O>[CH3:26][N+:27]([CH3:28])=[CH:7][Cl:23].[Cl-:3].[OH:10][N:11]=[C:12]([C:16]1[CH:21]=[CH:20][CH:19]=[C:18]([OH:22])[CH:17]=1)[C:13]([NH:24][CH:25]1[C:46](=[O:47])[N:27]2[C:28]([C:43]([OH:45])=[O:44])=[C:29]([CH2:32][S:33][C:34]3[N:38]([CH2:39][C:40]([OH:42])=[O:41])[N:37]=[N:36][N:35]=3)[CH2:30][S:31][C@H:26]12)=[O:15] |f:3.4,9.10|. Procedure details: The Vilsmeier reagent was prepared by conventional method from dimethylformamide (1.16 g.), phosphorus oxychloride (2.44 g.) and ethyl acetate (6 ml.). Ethyl acetate (10 ml.) was added thereto, and then a solution of 2-dichloroacetoxyimino-2-(3-hydroxyphenyl)acetic acid (syn isomer) (4.03 g.) in ethyl acetate (28 ml.) was added thereto with stirring at -10° C., after which the resulting mixture was stirred for 30 minutes at the same temperature to give a solution. On the other hand, a suspension...